The task is: describe an organic reaction: reactants, conditions, products, and yield. This data is from the Open Reaction Database (ORD), a public repository of structured organic reaction records. Starting materials: Cc1ccc(CC(=O)c2cnn3c2N(Cc2ccccc2)C(c2ccccc2)CC3(C)C)cc1, C1CCOC1, [H-], CI, [Na+]. Product: Cc1ccc(C(C)C(=O)c2cnn3c2N(Cc2ccccc2)C(c2ccccc2)CC3(C)C)cc1. Reaction SMILES: [CH2:1]([c:2]1[cH:3][cH:4][cH:5][cH:6][cH:7]1)[N:8]1[c:9]2[n:10]([n:22][cH:23][c:24]2[C:25]([CH2:26][c:27]2[cH:28][cH:29][c:30]([CH3:33])[cH:31][cH:32]2)=[O:34])[C:11]([CH3:20])([CH3:21])[CH2:12][CH:13]1[c:14]1[cH:15][cH:16][cH:17][cH:18][cH:19]1.[CH2:39]1[O:40][CH2:41][CH2:42][CH2:43]1.[H-:37].[I:35][CH3:36].[Na+:38]>>[CH2:1]([c:2]1[cH:3][cH:4][cH:5][cH:6][cH:7]1)[N:8]1[c:9]2[n:10]([n:22][cH:23][c:24]2[C:25]([CH:26]([c:27]2[cH:28][cH:29][c:30]([CH3:33])[cH:31][cH:32]2)[CH3:36])=[O:34])[C:11]([CH3:20])([CH3:21])[CH2:12][CH:13]1[c:14]1[cH:15][cH:16][cH:17][cH:18][cH:19]1. The reactants are COC1=CC=C(C=C1)C(N[C@H](C)C1=CC=CC2=CC=CC=C12)C1=CC(=CC=C1)[N+](=O)[O-] (N-[(4-methoxyphenyl)-(3-nitrophenyl)methyl]-N-[(R)-1-(naphthalen-1-yl)ethyl]amine), [BH4-].[Na+] (sodium borohydride). The reagents and catalysts are O.O.O.O.O.O.[Ni](Cl)Cl (nickel chloride hexahydrate). The product is COC1=CC=C(C=C1)C(C=1C=C(C=CC1)N)N[C@H](C)C1=CC=CC2=CC=CC=C12 (3-{(4-Methoxyphenyl)-[(R)-1-(naphthalen-1-yl)ethylamino]methyl}phenylamine). As a reaction SMILES: [CH3:1][O:2][C:3]1[CH:8]=[CH:7][C:6]([CH:9]([C:23]2[CH:28]=[CH:27][CH:26]=[C:25]([N+:29]([O-])=O)[CH:24]=2)[NH:10][C@@H:11]([C:13]2[C:22]3[C:17](=[CH:18][CH:19]=[CH:20][CH:21]=3)[CH:16]=[CH:15][CH:14]=2)[CH3:12])=[CH:5][CH:4]=1.[BH4-].[Na+]>O.O.O.O.O.O.[Ni](Cl)Cl>[CH3:1][O:2][C:3]1[CH:8]=[CH:7][C:6]([CH:9]([NH:10][C@@H:11]([C:13]2[C:22]3[C:17](=[CH:18][CH:19]=[CH:20][CH:21]=3)[CH:16]=[CH:15][CH:14]=2)[CH3:12])[C:23]2[CH:24]=[C:25]([NH2:29])[CH:26]=[CH:27][CH:28]=2)=[CH:5][CH:4]=1 |f:1.2,3.4.5.6.7.8.9|. Procedure: Following a similar reaction, separation and purification procedure to that described in Example (59b), 8.32 g of N-[(4-methoxyphenyl)-(3-nitrophenyl)methyl]-N-[(R)-1-(naphthalen-1-yl)ethyl]amine [prepared as described in step (a) above], 9.51 g of nickel chloride hexahydrate and 3.03 g of sodium borohydride were reacted, to obtain 1.15 g of isomer A and 462 mg of isomer B of the title compound, each as a colorless oil. Starting materials: BrC1=C(C2=C(OCO2)C=C1)C=O (5-Bromo-1,3-benzodioxole-4-carbaldehyde), FC1=C(C=CC=C1)B(O)O (2-fluorophenylboronic acid). Product: FC1=C(C=CC=C1)C1=C(C2=C(OCO2)C=C1)C=O (5-(2-Fluorophenyl)-1,3-benzodioxole-4-carbaldehyde). RXN SMILES: Br[C:2]1[CH:10]=[CH:9][C:5]2[O:6][CH2:7][O:8][C:4]=2[C:3]=1[CH:11]=[O:12].[F:13][C:14]1[CH:19]=[CH:18][CH:17]=[CH:16][C:15]=1B(O)O>>[F:13][C:14]1[CH:19]=[CH:18][CH:17]=[CH:16][C:15]=1[C:2]1[CH:10]=[CH:9][C:5]2[O:6][CH2:7][O:8][C:4]=2[C:3]=1[CH:11]=[O:12]. Reported procedure: The process described in Method B was followed. 5-Bromo-1,3-benzodioxole-4-carbaldehyde (0.458 g, 2.00 mmol) and 2-fluorophenylboronic acid (0.420 g, 3.00 mmol) were used to obtain the title compound. The crude product was purified by column chromatography with a mixture of hexane:ethyl acetate (4:1) as the eluent. Starting materials: O=C([O-])[O-], CI, CN(C)C=O, CCOC(C)=O, [K+], [K+], CCCc1c(Cc2ccc(-c3ccccc3C#N)cc2)c(=O)[nH]c2ncnn12. Product: CCCc1c(Cc2ccc(-c3ccccc3C#N)cc2)c(=O)n(C)c2ncnn12. RXN SMILES: [C:31](=[O:32])([O-:33])[O-:34].[CH3:29][I:30].[CH3:37][N:38]([CH3:39])[CH:40]=[O:41].[CH3:42][CH2:43][O:44][C:45](=[O:46])[CH3:47].[K+:35].[K+:36].[O:1]=[c:2]1[nH:3][c:4]2[n:5]([c:6]([CH2:23][CH2:24][CH3:25])[c:7]1[CH2:8][c:9]1[cH:10][cH:11][c:12](-[c:15]3[c:16]([C:21]#[N:22])[cH:17][cH:18][cH:19][cH:20]3)[cH:13][cH:14]1)[n:26][cH:27][n:28]2>>[O:1]=[c:2]1[n:3]([CH3:31])[c:4]2[n:5]([c:6]([CH2:23][CH2:24][CH3:25])[c:7]1[CH2:8][c:9]1[cH:10][cH:11][c:12](-[c:15]3[c:16]([C:21]#[N:22])[cH:17][cH:18][cH:19][cH:20]3)[cH:13][cH:14]1)[n:26][cH:27][n:28]2.